Dataset: the Open Reaction Database (ORD), a public repository of structured organic reaction records. Task: describe an organic reaction: reactants, conditions, products, and yield Starting materials: CCOC(C)=O, ClCCN1CCCC1, Cl, [H-], [Na+], CN(C)C=O, O=C1NCCN1c1ccc(-c2nnc(CSCCOc3ccccc3)o2)cc1. The product is O=C1N(CCN2CCCC2)CCN1c1ccc(-c2nnc(CSCCOc3ccccc3)o2)cc1. RXN SMILES: [CH3:45][CH2:46][O:47][C:48]([CH3:49])=[O:50].[Cl:35][CH2:36][CH2:37][N:38]1[CH2:39][CH2:40][CH2:41][CH2:42]1.[ClH:34].[H-:44].[Na+:43].[O:1]=[CH:2][N:3]([CH3:4])[CH3:5].[O:6]([c:7]1[cH:8][cH:9][cH:10][cH:11][cH:12]1)[CH2:13][CH2:14][S:15][CH2:16][c:17]1[n:18][n:19][c:20](-[c:22]2[cH:23][cH:24][c:25]([N:28]3[C:29](=[O:33])[NH:30][CH2:31][CH2:32]3)[cH:26][cH:27]2)[o:21]1>>[O:6]([c:7]1[cH:8][cH:9][cH:10][cH:11][cH:12]1)[CH2:13][CH2:14][S:15][CH2:16][c:17]1[n:18][n:19][c:20](-[c:22]2[cH:23][cH:24][c:25]([N:28]3[C:29](=[O:33])[N:30]([CH2:36][CH2:37][N:38]4[CH2:39][CH2:40][CH2:41][CH2:42]4)[CH2:31][CH2:32]3)[cH:26][cH:27]2)[o:21]1. Starting materials: [OH-].[Na+] (sodium hydroxide), N1(N=CC=2C1=NC=NC2)C2=CC=C(C=C2)O (4-(1H-pyrazolo[3,4-d]pyrimidin-1-yl)phenol), [H-].[Na+] (sodium hydride), S1C(=NC2=C1C=CC=C2)NC(=O)C=2C=CC=C1CCN(CC21)C=2SC(=C(N2)C(=O)OCC)CCCI (ethyl 2-(8-(benzo[d]thiazol-2-ylcarbamoyl)-3,4-dihydroisoquinolin-2(1H)-yl)-5-(3-iodopropyl)thiazole-4-carboxylate). Solvent: CO (MeOH), C1CCOC1 (THF), CN(C)C=O (DMF). Conditions: time 30 minute. Product: N1(N=CC=2C1=NC=NC2)C2=CC=C(OCCCC1=C(N=C(S1)N1CC3=C(C=CC=C3CC1)C(NC=1SC3=C(N1)C=CC=C3)=O)C(=O)O)C=C2 (5-(3-(4-(1H-pyrazolo[3,4-d]pyrimidin-1-yl)phenoxy)propyl)-2-(8-(benzo[d]thiazol-2-ylcarbamoyl)-3,4-dihydroisoquinolin-2(1H)-yl)thiazole-4-carboxylic acid). As a reaction SMILES: [N:1]1([C:10]2[CH:15]=[CH:14][C:13]([OH:16])=[CH:12][CH:11]=2)[C:5]2=[N:6][CH:7]=[N:8][CH:9]=[C:4]2[CH:3]=[N:2]1.[H-].[Na+].[S:19]1[C:23]2[CH:24]=[CH:25][CH:26]=[CH:27][C:22]=2[N:21]=[C:20]1[NH:28][C:29]([C:31]1[CH:32]=[CH:33][CH:34]=[C:35]2[C:40]=1[CH2:39][N:38]([C:41]1[S:42][C:43]([CH2:51][CH2:52][CH2:53]I)=[C:44]([C:46]([O:48]CC)=[O:47])[N:45]=1)[CH2:37][CH2:36]2)=[O:30].[OH-].[Na+]>CN(C=O)C.CO.C1COCC1>[N:1]1([C:10]2[CH:11]=[CH:12][C:13]([O:16][CH2:53][CH2:52][CH2:51][C:43]3[S:42][C:41]([N:38]4[CH2:37][CH2:36][C:35]5[C:40](=[C:31]([C:29](=[O:30])[NH:28][C:20]6[S:19][C:23]7[CH:24]=[CH:25][CH:26]=[CH:27][C:22]=7[N:21]=6)[CH:32]=[CH:33][CH:34]=5)[CH2:39]4)=[N:45][C:44]=3[C:46]([OH:48])=[O:47])=[CH:14][CH:15]=2)[C:5]2=[N:6][CH:7]=[N:8][CH:9]=[C:4]2[CH:3]=[N:2]1 |f:1.2,4.5|. Procedure details: To a solution of compound 21D (106 mg, 0.498 mmol) in DMF (5 mL) was added sodium hydride (56.9 mg, 1.423 mmol). The resulting mixture was stirred at rt for 30 minutes and compound 2C (300 mg, 0.474 mmol) was added. The reaction mixture was stirred for 1 hour and 10% sodium hydroxide (1.897 mL, 4.74 mmol), THF (5 mL) and MeOH (3 mL) was added. The resulting mixture was stirred at 70° C. overnight, cooled, and filtered. The filtrate was acidified by HCl to pH 4. The precipitate was collected and ... The reactants are BrC=1C=CC(=NC1)CBr (5-bromo-2-bromomethyl-pyridine), CNC (N,N-dimethylamine). Run in C1CCOC1 (THF), C1CCOC1 (THF), C(Cl)Cl (CH2Cl2). Reaction conditions: temperature 0 celsius, time 2 hour. Yields the product BrC=1C=CC(=NC1)CN(C)C ((5-Bromo-pyridin-2-ylmethyl)-dimethyl-amine). The yield is 64.0%. As a reaction SMILES: [Br:1][C:2]1[CH:3]=[CH:4][C:5]([CH2:8]Br)=[N:6][CH:7]=1.[CH3:10][NH:11][CH3:12]>C1COCC1.C(Cl)Cl>[Br:1][C:2]1[CH:3]=[CH:4][C:5]([CH2:8][N:11]([CH3:12])[CH3:10])=[N:6][CH:7]=1. Procedure details: Place 5-bromo-2-bromomethyl-pyridine (1.7 g, 6.7 mmol, 1 eq) (Bioorg. Med. Chem. Lett. 1994, 4(1), 99) in a 250 mL round bottom short neck flask, dissolve in 100 mL of THF, cool to 0° C. and treat with a 2 M N,N-dimethylamine solution in THF (9 mL, 18 mmol, 2.7 eq). After 2 hours, concentrate the reaction, dilute with 50 mL of CH2Cl2, and wash with 20 mL of water. Dry the organics and concentrate to give 0.90 g (64%) of the title compound as a brown oil. MS (ES), m/z 217 (M+1). Starting materials: C[Mg]Cl (methyl magnesium chloride), C(OCC)(OCC)OCC (triethyl orthoformate), ClCCCCCCC#C (8-chloro-1-octyne), [Cl-].[NH4+] (ammonium chloride). Run in C(C)(=O)O (acetic acid), C1(=CC=CC=C1)C (toluene), O (water), O1CCCC1 (tetrahydrofuran). Reaction conditions: temperature 47.5 celsius, time 1 hour. Product: ClCCCCCCC#CC(OCC)OCC (9-chloro-1,1-diethoxy-2-nonyne). Yield: 75.0%. RXN SMILES: C[Mg]Cl.[Cl:4][CH2:5][CH2:6][CH2:7][CH2:8][CH2:9][CH2:10][C:11]#[CH:12].[CH:13](OCC)([O:17][CH2:18][CH3:19])[O:14][CH2:15][CH3:16].[Cl-].[NH4+]>O1CCCC1.C1(C)C=CC=CC=1.O.C(O)(=O)C>[Cl:4][CH2:5][CH2:6][CH2:7][CH2:8][CH2:9][CH2:10][C:11]#[C:12][CH:13]([O:17][CH2:18][CH3:19])[O:14][CH2:15][CH3:16] |f:3.4|. Reported procedure: In a reactor equipped with a stirrer, a cooling condenser, a dropping funnel and a thermometer was placed a solution of methyl magnesium chloride (89.7 g:1.2 mol) in tetrahydrofuran (370.0 g), and stirred at a solution temperature of from 45 to 50° C. The 8-chloro-1-octyne (144.6 g:1.0 mol) was dropwise added thereto at a reaction mixture temperature of from 50 to 60° C. over one hour, and then stirred at from 60 to 65° C. for 5 hours. A solution of triethyl orthoformate (177.8 g:1.2 mol) in tol...